From a dataset of the Open Reaction Database (ORD), a public repository of structured organic reaction records. describe an organic reaction: reactants, conditions, products, and yield Reactants: C(C(=O)OCC)(=O)OCC (diethyl oxalate), Cl (hydrochloric acid), [OH-].[Na+] (sodium hydroxide), C[O-].[Na+] (sodium methylate), C(C)(C)(C)OC (methyl t-butyl ether), diethyl 2-methyldiglycolate, [OH-].[Na+] (sodium hydroxide). Reaction conditions: time 1 hour. The product is CC1OC(=C(C1=O)O)C (2,5-dimethyl-4-hydroxy-3[2H] furanone). The yield is 74.2%. RXN SMILES: [CH3:1][O-].[Na+].[C:4]([O:11][CH2:12][CH3:13])(=O)[C:5]([O:7]CC)=O.Cl.[OH-].[Na+].[C:17]([O:21]C)(C)(C)C>>[CH3:1][CH:4]1[C:5](=[O:7])[C:17]([OH:21])=[C:12]([CH3:13])[O:11]1 |f:0.1,4.5|. Procedure details: To a suspension of 113.4 g of sodium methylate in 750 g of methyl t-butyl ether was added at 5° C. in one hour 146 g of diethyl oxalate followed by a stirring period of one hour at 5° C. Then 204 g of diethyl 2-methyldiglycolate in two hours was added at 5° C. and the mixture was stirred for four hours at that temperature followed by a reflux period of three hours. The reaction mixture was added to 797 g of 8.9% hydrochloric acid solution at 20° C. and the pH of the resulting mixture was adjuste... Reactants: C(C)(=O)C1=CC=C(C#N)C=C1 (4-acetylbenzonitrile), C1(=CC=CC=C1)[Se][Se]C1=CC=CC=C1 (diphenyl diselenide), C(CCC)P(CCCC)CCCC (tributylphosphine), ClC1=CC(=C(S1)C(=O)O)CC1=CC(=CC=C1)Cl (5-chloro-3-(3-chlorobenzyl)thiopbene-2-carboxylic acid), N(=[N+]=[N-])C(C)C1=CC=C(C#N)C=C1 (4-(1-azidoethyl)benzonitrile). Solvent: C(C)#N (acetonitrile). Reaction conditions: time 6 hour. Product: ClC1=CC(=C(S1)C(=O)NC(C)C1=CC=C(C=C1)C#N)CC1=CC(=CC=C1)Cl (5-chloro-3-(3-chlorobenzyl)-N-[1-(4-cyanophenyl)ethyl]thiophene-2-carboxamide). As a reaction SMILES: [Cl:1][C:2]1[S:6][C:5]([C:7]([OH:9])=O)=[C:4]([CH2:10][C:11]2[CH:16]=[CH:15][CH:14]=[C:13]([Cl:17])[CH:12]=2)[CH:3]=1.[N:18]([CH:21]([C:23]1[CH:30]=[CH:29][C:26]([C:27]#[N:28])=[CH:25][CH:24]=1)[CH3:22])=[N+]=[N-].C(C1C=CC(C#N)=CC=1)(=O)C.C1([Se][Se]C2C=CC=CC=2)C=CC=CC=1.C(P(CCCC)CCCC)CCC>C(#N)C>[Cl:1][C:2]1[S:6][C:5]([C:7]([NH:18][CH:21]([C:23]2[CH:30]=[CH:29][C:26]([C:27]#[N:28])=[CH:25][CH:24]=2)[CH3:22])=[O:9])=[C:4]([CH2:10][C:11]2[CH:16]=[CH:15][CH:14]=[C:13]([Cl:17])[CH:12]=2)[CH:3]=1. Procedure: To a suspension of 5-chloro-3-(3-chlorobenzyl)thiopbene-2-carboxylic acid from Example 1, Step 6 (230 mg, 0.801 mmol), 4-(1-azidoethyl)benzonitrile (146 mg, 0.848 mmol) [prepared according to Thompson et al. J. Org. Chem. 1993, 58, 5886, after reduction of commercially available 4-acetylbenzonitrile] and diphenyl diselenide (549 mg, 1.76 mmol) in acetonitrile at r.t. under N2 was added tributylphosphine (217 μL, 0.881 mmol, 1.1 eq) dropwise (suspension dissolved, slightly exothermic) and the mix... The reactants are O (water), B(OC1=CC=C(C=C1)OCCOCCCC)([O-])[O-] (4-(2-butoxyethoxy)phenyl borate), C([O-])([O-])=O.[K+].[K+] (potassium carbonate), BrC=1C=CC2=C(C=C(CCN2CCOCC)C(=O)NC2=CC=C(C=C2)CN(C2CCOCC2)C)C1 (7-bromo-1-(2-ethoxyethyl)-N-[4-[N-methyl-N-(tetrahydropyran-4-yl)aminomethyl]phenyl]-2,3-dihydro-1-benzazepine-4-carboxamide). Reagents/catalysts: C=1C=CC(=CC1)[P](C=2C=CC=CC2)(C=3C=CC=CC3)[Pd]([P](C=4C=CC=CC4)(C=5C=CC=CC5)C=6C=CC=CC6)([P](C=7C=CC=CC7)(C=8C=CC=CC8)C=9C=CC=CC9)[P](C=1C=CC=CC1)(C=1C=CC=CC1)C=1C=CC=CC1 (tetrakistriphenylphosphinepalladium). Run in C1(=CC=CC=C1)C.C(C)O.O (toluene ethanol water). Run at time 30 minute. Product: C(CCC)OCCOC1=CC=C(C=C1)C=1C=CC2=C(C=C(CCN2CCOCC)C(=O)NC2=CC=C(C=C2)CN(C2CCOCC2)C)C1 (7-[4-(2-butoxyethoxy)phenyl]-1-(2-ethoxyethyl)-N-[4-[N-methyl-N-(tetrahydropyran-4-yl)aminomethyl]phenyl]-2,3-dihydro-1-benzazepine-4-carboxamide). Yield: 3.9%. RXN SMILES: Br[C:2]1[CH:3]=[CH:4][C:5]2[N:11]([CH2:12][CH2:13][O:14][CH2:15][CH3:16])[CH2:10][CH2:9][C:8]([C:17]([NH:19][C:20]3[CH:25]=[CH:24][C:23]([CH2:26][N:27]([CH3:34])[CH:28]4[CH2:33][CH2:32][O:31][CH2:30][CH2:29]4)=[CH:22][CH:21]=3)=[O:18])=[CH:7][C:6]=2[CH:35]=1.B([O-])([O-])O[C:38]1[CH:43]=[CH:42][C:41]([O:44][CH2:45][CH2:46][O:47][CH2:48][CH2:49][CH2:50][CH3:51])=[CH:40][CH:39]=1.C(=O)([O-])[O-].[K+].[K+].O>C1(C)C=CC=CC=1.C(O)C.O.C1C=CC([P]([Pd]([P](C2C=CC=CC=2)(C2C=CC=CC=2)C2C=CC=CC=2)([P](C2C=CC=CC=2)(C2C=CC=CC=2)C2C=CC=CC=2)[P](C2C=CC=CC=2)(C2C=CC=CC=2)C2C=CC=CC=2)(C2C=CC=CC=2)C2C=CC=CC=2)=CC=1>[CH2:48]([O:47][CH2:46][CH2:45][O:44][C:41]1[CH:40]=[CH:39][C:38]([C:2]2[CH:3]=[CH:4][C:5]3[N:11]([CH2:12][CH2:13][O:14][CH2:15][CH3:16])[CH2:10][CH2:9][C:8]([C:17]([NH:19][C:20]4[CH:21]=[CH:22][C:23]([CH2:26][N:27]([CH3:34])[CH:28]5[CH2:29][CH2:30][O:31][CH2:32][CH2:33]5)=[CH:24][CH:25]=4)=[O:18])=[CH:7][C:6]=3[CH:35]=2)=[CH:43][CH:42]=1)[CH2:49][CH2:50][CH3:51] |f:2.3.4,6.7.8,^1:75,77,96,115|. Procedure: In toluene/ethanol/water (=20/1/1, 14.3 ml) was dissolved 7-bromo-1-(2-ethoxyethyl)-N-[4-[N-methyl-N-(tetrahydropyran-4-yl)aminomethyl]phenyl]-2,3-dihydro-1-benzazepine-4-carboxamide (0.32 g). To the solution were added 4-(2-butoxyethoxy)phenyl borate (0.17 g) and potassium carbonate (0.18 g), and the mixture was stirred for 30 minutes under argon atmosphere. To the mixture was added tetrakistriphenylphosphinepalladium (27 mg), and the mixture was heated to reflux for 14 hours. After cooled to r... Starting materials: ClC1=NC=NC(=C1C=O)Cl (4,6-dichloropyrimidine-5-carbaldehyde), N1CCC1 (azetidine). Reagents/catalysts: C(C)N(CC)CC (triethylamine). Solvent: C(Cl)(Cl)Cl (chloroform). Run at time 18 hour. The product is N1(CCC1)C1=NC=NC(=C1C=O)Cl (4-(azetidin-1-yl)-6-chloropyrimidine-5-carbaldehyde). Reaction SMILES: Cl[C:2]1[C:7]([CH:8]=[O:9])=[C:6]([Cl:10])[N:5]=[CH:4][N:3]=1.[NH:11]1[CH2:14][CH2:13][CH2:12]1>C(Cl)(Cl)Cl.C(N(CC)CC)C>[N:11]1([C:2]2[C:7]([CH:8]=[O:9])=[C:6]([Cl:10])[N:5]=[CH:4][N:3]=2)[CH2:14][CH2:13][CH2:12]1. Reported procedure: To a solution of 4,6-dichloropyrimidine-5-carbaldehyde (1.00 g, 5.65 mmol) in chloroform at 0° C. were added azetidine (99%, 0.392 mL, 5.71 mmol) and triethylamine (5 drops). The reaction mixture was allowed to warm to room temperature and then stirred for 18 hours. The reaction mixture was filtered, and the filtrate was purified by silica gel chromatography (Gradient: 0% to 100% ethyl acetate in heptane) to provide the product. Yield: 880 mg, 4.45 mmol, 79%. LCMS m/z 198.1, 200.1 (M+1). 1H NMR ... Product: NC1=NC(=CC=C1)C1=CC=CC=C1 (2-amino-6-phenylpyridine). The reagents and catalysts are C=1C=CC(=CC1)[P](C=2C=CC=CC2)(C=3C=CC=CC3)[Pd]([P](C=4C=CC=CC4)(C=5C=CC=CC5)C=6C=CC=CC6)([P](C=7C=CC=CC7)(C=8C=CC=CC8)C=9C=CC=CC9)[P](C=1C=CC=CC1)(C=1C=CC=CC1)C=1C=CC=CC1 (tetrakis(triphenylphosphine)palladium). Reactants: NC1=NC(=CC=C1)Br (2-Amino-6-bromopyridine), C1(=CC=CC=C1)B(O)O (phenylboronic acid), C([O-])([O-])=O.[Na+].[Na+] (sodium carbonate). Yield: 69.9%. Reported procedure: 2-Amino-6-bromopyridine 10 g (58 mmol), phenylboronic acid 8.5 g (70 mmol) and tetrakis(triphenylphosphine)palladium 1.3 g (1.2 mmol) were dissolved in 60 mL of 1,2-dimethoxyethane. A 2.0M sodium carbonate aqueous solution 30 mL was added thereto, and the solution was refluxed for 8 hours under argon atmosphere by heating. After finishing the reaction, the aqueous layer was removed. The organic layer was dried on anhydrous magnesium sulfate, and the solvent was removed by distillation under redu... Solvent: COCCOC (1,2-dimethoxyethane). Reaction SMILES: [NH2:1][C:2]1[CH:7]=[CH:6][CH:5]=[C:4](Br)[N:3]=1.[C:9]1(B(O)O)[CH:14]=[CH:13][CH:12]=[CH:11][CH:10]=1.C(=O)([O-])[O-].[Na+].[Na+]>COCCOC.C1C=CC([P]([Pd]([P](C2C=CC=CC=2)(C2C=CC=CC=2)C2C=CC=CC=2)([P](C2C=CC=CC=2)(C2C=CC=CC=2)C2C=CC=CC=2)[P](C2C=CC=CC=2)(C2C=CC=CC=2)C2C=CC=CC=2)(C2C=CC=CC=2)C2C=CC=CC=2)=CC=1>[NH2:1][C:2]1[CH:7]=[CH:6][CH:5]=[C:4]([C:9]2[CH:14]=[CH:13][CH:12]=[CH:11][CH:10]=2)[N:3]=1 |f:2.3.4,^1:33,35,54,73|. The reactants are ClC1=CC=C(C(=O)N(C2=C(C=CC=C2)C2=CC=CC=C2)CCCC(=O)OCC)C=C1 (ethyl 4-[p-chloro-N-(biphenyl-2-yl)benzamido]-butyrate), [OH-].[K+] (potassium hydroxide). Solvent: C1=CC=CC=C1 (benzene), C(C)O (ethanol). Product: ClC1=CC=C(C(=O)N(C2=C(C=CC=C2)C2=CC=CC=C2)CCCC(=O)O)C=C1 (4-[p-chloro-N-(biphenyl-2-yl)benzamido]butyric acid). Isolated yield 72.1%. RXN SMILES: [Cl:1][C:2]1[CH:30]=[CH:29][C:5]([C:6]([N:8]([CH2:21][CH2:22][CH2:23][C:24]([O:26]CC)=[O:25])[C:9]2[CH:14]=[CH:13][CH:12]=[CH:11][C:10]=2[C:15]2[CH:20]=[CH:19][CH:18]=[CH:17][CH:16]=2)=[O:7])=[CH:4][CH:3]=1.[OH-].[K+]>C1C=CC=CC=1.C(O)C>[Cl:1][C:2]1[CH:30]=[CH:29][C:5]([C:6]([N:8]([CH2:21][CH2:22][CH2:23][C:24]([OH:26])=[O:25])[C:9]2[CH:14]=[CH:13][CH:12]=[CH:11][C:10]=2[C:15]2[CH:20]=[CH:19][CH:18]=[CH:17][CH:16]=2)=[O:7])=[CH:4][CH:3]=1 |f:1.2|. Procedure: 15.0 g of ethyl 4-[p-chloro-N-(biphenyl-2-yl)benzamido]-butyrate is dissolved in 100 ml of benzene and, after the addition thereto of a solution of 2.8 g of potassium hydroxide in 20 ml of ethanol, is then stirred at room temperature for 5 hours. The solvent is then distilled off in vacuo, and the obtained residue is dissolved in water. The resulting aqueous solution is acidified with dilute hydrochloric acid, and the precipitate, which separates out, is taken up in methylene chloride. The resid... Starting materials: C[Si](C)(C)CCOCCl, COCCNS(=O)(=O)c1ccc(I)cc1, [H-], [Na+], CN(C)C=O. The product is COCCN(COCC[Si](C)(C)C)S(=O)(=O)c1ccc(I)cc1. As a reaction SMILES: [CH3:18][Si:19]([CH2:20][CH2:21][O:22][CH2:23][Cl:24])([CH3:25])[CH3:26].[CH3:3][O:4][CH2:5][CH2:6][NH:7][S:8](=[O:9])(=[O:10])[c:11]1[cH:12][cH:13][c:14]([I:17])[cH:15][cH:16]1.[H-:1].[Na+:2].[O:27]=[CH:28][N:29]([CH3:30])[CH3:31]>>[CH3:3][O:4][CH2:5][CH2:6][N:7]([S:8](=[O:9])(=[O:10])[c:11]1[cH:12][cH:13][c:14]([I:17])[cH:15][cH:16]1)[CH2:23][O:22][CH2:21][CH2:20][Si:19]([CH3:18])([CH3:25])[CH3:26].